Dataset: the Open Reaction Database (ORD), a public repository of structured organic reaction records. Task: describe an organic reaction: reactants, conditions, products, and yield Reactants: CC=1C=C(C2=C(N=C(O2)S)C1)C (5,7-Dimethyl-2-mercapto-benzoxazole), N1CCNCCCC1 (1,4-diazacyclooctane). Run in C1(=CC=CC=C1)C (toluene). The product is CC=1C=C(C2=C(N=C(O2)N2CCNCCCC2)C1)C (5,7-dimethyl-2-(1,4-diazacyclooctanyl)benzoxazole). The yield is 171.8%. RXN SMILES: [CH3:1][C:2]1[CH:3]=[C:4]([CH3:12])[C:5]2[O:9][C:8](S)=[N:7][C:6]=2[CH:11]=1.[NH:13]1[CH2:20][CH2:19][CH2:18][CH2:17][NH:16][CH2:15][CH2:14]1>C1(C)C=CC=CC=1>[CH3:1][C:2]1[CH:3]=[C:4]([CH3:12])[C:5]2[O:9][C:8]([N:13]3[CH2:20][CH2:19][CH2:18][CH2:17][NH:16][CH2:15][CH2:14]3)=[N:7][C:6]=2[CH:11]=1. Procedure details: 5,7-Dimethyl-2-mercapto-benzoxazole (109 mg) was dissolved in toluene (6 ml), and the solution was mixed with 1,4-diazacyclooctane (1.93 g) which has been obtained in accordance with the method described in Carib. J. Sci., 14, 77 (1974) and then stirred with heating for 3 hours. After evaporation of the solvent, the thus obtained mixture was purified by a silica gel column chromatography (methylene chloride:methanol=5:1) to obtain the title compound 5,7-dimethyl-2-(1,4-diazacyclooctanyl)benzoxaz... Starting materials: CCN(CC)C1C(C)C(C(=O)OC)C1C(=O)OC, CC(=O)O, C1CCOC1, O. Yields the product COC(=O)CC(C(=O)OC)C(C)C=O. Reaction SMILES: [CH3:1][O:2][C:3](=[O:4])[CH:5]1[CH:6]([C:15](=[O:16])[O:17][CH3:18])[CH:7]([N:10]([CH2:11][CH3:12])[CH2:13][CH3:14])[CH:8]1[CH3:9].[CH3:24][C:25](=[O:26])[OH:27].[O:19]1[CH2:20][CH2:21][CH2:22][CH2:23]1.[OH2:28]>>[CH3:1][O:2][C:3](=[O:4])[CH:5]([CH2:6][C:15](=[O:16])[O:17][CH3:18])[CH:8]([CH:7]=[O:19])[CH3:9]. Reactants: CC(C)(C)OC(=O)N1CCOc2c(cccc2C2=CCCC2)C1, CO. The product is CC(C)(C)OC(=O)N1CCOc2c(cccc2C2CCCC2)C1. Reaction SMILES: [C:1]1([c:6]2[cH:7][cH:8][cH:9][c:10]3[c:16]2[O:15][CH2:14][CH2:13][N:12]([C:17](=[O:18])[O:19][C:20]([CH3:21])([CH3:22])[CH3:23])[CH2:11]3)=[CH:2][CH2:3][CH2:4][CH2:5]1.[CH3:24][OH:25]>>[CH:1]1([c:6]2[cH:7][cH:8][cH:9][c:10]3[c:16]2[O:15][CH2:14][CH2:13][N:12]([C:17](=[O:18])[O:19][C:20]([CH3:21])([CH3:22])[CH3:23])[CH2:11]3)[CH2:2][CH2:3][CH2:4][CH2:5]1.